This data is from the Open Reaction Database (ORD), a public repository of structured organic reaction records. The task is: describe an organic reaction: reactants, conditions, products, and yield Reactants: C(C)N(C(=O)N[C@@H]1CN([C@@H]2CC3=C(N(C4=CC=CC([C@H]2C1)=C34)C)C3SCCS3)C)CC (1,1-diethyl-3-[2-(1,3-dithiolan-2-yl)-1,6-dimethyl-8α-ergolinyl]urea). The solvent is CO (methanol), CO (methanol). Reaction conditions: time 3 hour. Yields the product C(C)N(C(=O)N[C@@H]1CN([C@@H]2CC3=C(N(C4=CC=CC([C@H]2C1)=C34)C)C)C)CC (1,1-diethyl-3-(1,2,6-trimethyl8α-ergolinyl)urea). The yield is 27.1%. Reaction SMILES: [CH2:1]([N:3]([CH2:30][CH3:31])[C:4]([NH:6][C@H:7]1[CH2:21][C@H:20]2[C@@H:10]([CH2:11][C:12]3[C:22]4[C:15](=[CH:16][CH:17]=[CH:18][C:19]2=4)[N:14]([CH3:23])[C:13]=3[CH:24]2SCCS2)[N:9]([CH3:29])[CH2:8]1)=[O:5])[CH3:2]>CO>[CH2:30]([N:3]([CH2:1][CH3:2])[C:4]([NH:6][C@H:7]1[CH2:21][C@H:20]2[C@@H:10]([CH2:11][C:12]3[C:22]4[C:15](=[CH:16][CH:17]=[CH:18][C:19]2=4)[N:14]([CH3:23])[C:13]=3[CH3:24])[N:9]([CH3:29])[CH2:8]1)=[O:5])[CH3:31]. Procedure: 7.5 ml of a Raney nickel suspension is washed four times with respectively 30 ml of methanol. Thereafter, 15 ml of methanol and then a solution of 690 mg (1.5 mmol) of 1,1-diethyl-3-[2-(1,3-dithiolan-2-yl)-1,6-dimethyl-8α-ergolinyl]urea in 15 ml of methanol are added thereto. The mixture is agitated for 3 hours at room temperature and then once more 7.5 ml of a Raney nickel suspension, previously washed as above four times with respectively 30 ml of methanol, is added thereto. After another 2 ho... The reactants are C(CC(=O)C)(=O)OCC(CN(C)CC1=CC=CC=C1)(CC)CC (3-(N-benzyl-N-methylamino)-2,2-diethylpropyl acetoacetate), N\C(=C/C(=O)OC)\C (methyl 3-aminocrotonate), FC1=C(C=O)C=C(C=C1)[N+](=O)[O-] (2-fluoro-5-nitrobenzaldehyde). The solvent is CC(C)O (2-propanol). Yields the product CC=1NC(=C(C(C1C(=O)OCC(CN(C)CC1=CC=CC=C1)(C)C)C1=C(C=CC(=C1)[N+](=O)[O-])F)C(=O)OC)C (3-(N-benzyl-N-methylamino)-2,2-dimethylpropyl methyl 2,6-dimethyl-4-(2-fluoro-5-nitrophenyl)-1,4-dihydropyridine-3,5-dicarboxylate). Isolated yield 261.7%. As a reaction SMILES: [C:1]([O:7][CH2:8][C:9]([CH2:22]C)([CH2:20]C)[CH2:10][N:11]([CH2:13][C:14]1[CH:19]=[CH:18][CH:17]=[CH:16][CH:15]=1)[CH3:12])(=[O:6])[CH2:2][C:3]([CH3:5])=O.[NH2:24]/[C:25](/[CH3:31])=[CH:26]\[C:27]([O:29][CH3:30])=[O:28].[F:32][C:33]1[CH:40]=[CH:39][C:38]([N+:41]([O-:43])=[O:42])=[CH:37][C:34]=1[CH:35]=O>CC(O)C>[CH3:5][C:3]1[NH:24][C:25]([CH3:31])=[C:26]([C:27]([O:29][CH3:30])=[O:28])[CH:35]([C:34]2[CH:37]=[C:38]([N+:41]([O-:43])=[O:42])[CH:39]=[CH:40][C:33]=2[F:32])[C:2]=1[C:1]([O:7][CH2:8][C:9]([CH3:20])([CH3:22])[CH2:10][N:11]([CH2:13][C:14]1[CH:15]=[CH:16][CH:17]=[CH:18][CH:19]=1)[CH3:12])=[O:6]. Procedure: To a solution of a mixture 290 mg of 3-(N-benzyl-N-methylamino)-2,2-diethylpropyl acetoacetate and 15 mg of methyl 3-aminocrotonate in 1 ml of 2-propanol was added 168 mg of 2-fluoro-5-nitrobenzaldehyde. The mixture was refluxed for 10 hours. The solvent was distilled off to leave the residue. The residue was purified by a column chromatography (n-hexane:ethyl acetate=2:1) on silica gel to provide 184 mg (yield 34%) of the desirec compound (140). Product: m-AMSA methanesulfonate salt, COC=1C=C(C=CC1NC=2C=3C=CC=CC3N=C4C2C=CC=C4)NS(=O)(=O)C.CS(=O)(=O)[O-] (m-AMSA methanesulfonate). The reactants are COC=1C=C(C=CC1NC=2C=3C=CC=CC3N=C4C2C=CC=C4)NS(=O)(=O)C (m-AMSA), CC(=O)C (acetone). Reaction SMILES: [CH3:1][O:2][C:3]1[CH:4]=[C:5]([NH:24][S:25]([CH3:28])(=[O:27])=[O:26])[CH:6]=[CH:7][C:8]=1[NH:9][C:10]1[C:11]2[CH:12]=[CH:13][CH:14]=[CH:15][C:16]=2[N:17]=[C:18]2[CH:23]=[CH:22][CH:21]=[CH:20][C:19]=12.CC(C)=[O:31]>>[CH3:1][O:2][C:3]1[CH:4]=[C:5]([NH:24][S:25]([CH3:28])(=[O:27])=[O:26])[CH:6]=[CH:7][C:8]=1[NH:9][C:10]1[C:19]2[CH:20]=[CH:21][CH:22]=[CH:23][C:18]=2[N:17]=[C:16]2[CH:15]=[CH:14][CH:13]=[CH:12][C:11]=12.[CH3:28][S:25]([O-:31])(=[O:27])=[O:26] |f:2.3|. Procedure: The m-AMSA methanesulfonate salt was prepared by slurrying 1 g of m-AMSA base in 125 ml of acetone for 20 minutes. The resulting near solution was vacuum filtered to remove undissolved solids. The solids remaining in the filter were washed with 10 ml of acetone and the wash solution was added to the original filtrate. To the above solution of m-AMSA base there was added with rapid stirring 0.24 ml of methanesulfonic acid over a three minute interval. Crystals formed and the mixture was stirred f... Conditions: time 3 minute. Reactants: COc1ccc(CCCCCCCCCCBr)cc1, CN(C)P(=O)(N(C)C)N(C)C, N#Cc1ccc(N)cc1, O. Product: COc1ccc(CCCCCCCCCCNc2ccc(C#N)cc2)cc1. As a reaction SMILES: [CH3:10][O:11][c:12]1[cH:13][cH:14][c:15]([CH2:18][CH2:19][CH2:20][CH2:21][CH2:22][CH2:23][CH2:24][CH2:25][CH2:26][CH2:27][Br:28])[cH:16][cH:17]1.[CH3:30][N:31]([P:32]([N:33]([CH3:34])[CH3:35])([N:36]([CH3:37])[CH3:38])=[O:39])[CH3:40].[NH2:1][c:2]1[cH:3][cH:4][c:5]([C:6]#[N:7])[cH:8][cH:9]1.[OH2:29]>>[NH:1]([c:2]1[cH:3][cH:4][c:5]([C:6]#[N:7])[cH:8][cH:9]1)[CH2:27][CH2:26][CH2:25][CH2:24][CH2:23][CH2:22][CH2:21][CH2:20][CH2:19][CH2:18][c:15]1[cH:14][cH:13][c:12]([O:11][CH3:10])[cH:17][cH:16]1. Starting materials: N1CCC2(CC1)NC1=C(C(CC2)=O)C=CC=C1 (3, 4-Dihydrospiro[5H-1-benzazepine-2(1H), 4′-piperidin]-5-one), C(#N)C1=CC=C(CBr)C=C1 (4-cyanobenzyl bromide), piperidinomethyl polystyrene N-2-(mercaptoethyl) aminoethyl polystyrene. Solvent: C1CCOC1 (THF). Run at time 12 hour. Yields the product C(#N)C1=CC=C(CN2CCC3(CC2)NC2=C(C(CC3)=O)C=CC=C2)C=C1 (1′-(4-cyanobenzyl)-3,4-dihydrospiro[5H-1-benzazepine-2(1H), 4′-piperidin]-5-one). Isolated yield 63.6%. RXN SMILES: [NH:1]1[CH2:6][CH2:5][C:4]2([CH2:12][CH2:11][C:10](=[O:13])[C:9]3[CH:14]=[CH:15][CH:16]=[CH:17][C:8]=3[NH:7]2)[CH2:3][CH2:2]1.[C:18]([C:20]1[CH:27]=[CH:26][C:23]([CH2:24]Br)=[CH:22][CH:21]=1)#[N:19]>C1COCC1>[C:18]([C:20]1[CH:27]=[CH:26][C:23]([CH2:24][N:1]2[CH2:6][CH2:5][C:4]3([CH2:12][CH2:11][C:10](=[O:13])[C:9]4[CH:14]=[CH:15][CH:16]=[CH:17][C:8]=4[NH:7]3)[CH2:3][CH2:2]2)=[CH:22][CH:21]=1)#[N:19]. Procedure: A solution of diamine 11 (5 mg, 0.022 mmol) in anhydrous THF and 4-cyanobenzyl bromide (5 mg, 0.026 mmol) was agitated at room temperature for 16 h, and piperidinomethyl polystyrene N-2-(mercaptoethyl) aminoethyl polystyrene (26 mg, 0.033 mmol) was then added. The reaction was agitated for another 12 h and then filtered. The filtrate was concentrated to yield 24 (5 mg, 0.014 mmol, 66%) as an oil. LRMS: M+345.